From a dataset of the Open Reaction Database (ORD), a public repository of structured organic reaction records. describe an organic reaction: reactants, conditions, products, and yield The reactants are [Si](C1=CC=CC=C1)(C1=CC=CC=C1)(C(C)(C)C)OC[C@H]1CS[C@@H](O1)CP(=O)(OCC)OCC (trans 5-(t-butyldiphenylsilyloxymethyl)-2-(diethyloxyphosphinoylmethyl)-1,3-oxathiolane), [F-].C(CCC)[N+](CCCC)(CCCC)CCCC (tetrabutylammoniumfluoride). Run in C1CCOC1 (THF). Reaction conditions: time 30 minute. Product: C(C)OP(=O)(OCC)C[C@@H]1O[C@H](CS1)CO (trans 2-(diethyloxyphosphinoylmethyl)-5-(hydroxymethyl)-1,3-oxathiolane). The yield is 85.9%. As a reaction SMILES: [Si]([O:18][CH2:19][C@@H:20]1[O:24][C@@H:23]([CH2:25][P:26]([O:31][CH2:32][CH3:33])([O:28][CH2:29][CH3:30])=[O:27])[S:22][CH2:21]1)(C(C)(C)C)(C1C=CC=CC=1)C1C=CC=CC=1.[F-].C([N+](CCCC)(CCCC)CCCC)CCC>C1COCC1>[CH2:29]([O:28][P:26]([CH2:25][C@H:23]1[S:22][CH2:21][C@H:20]([CH2:19][OH:18])[O:24]1)([O:31][CH2:32][CH3:33])=[O:27])[CH3:30] |f:1.2|. Procedure: To a solution of cis and trans 5-(t-butyldiphenylsilyloxy methyl)-2-(diethyloxyphosphinoylmethyl)-1,3-oxathiolane (example 129) (15.68 g, 31.83 mmol) in THF (280 mL) was added tetrabutylammoniumfluoride (1 M solution in THF) (38.2 mL, 38.19 mmol, 1.2 eq.) at 0° C. The mixture was stirred at room temperature for 30 min. after which it was evaporated under reduced pressure. The residue was purified by flash chromatography with ethyl acetate:MeOH (95:5 to 93:7) to give 7.39 g of the compound in a 8... Reactants: FC1=CC=C(C=O)C=C1 (4-fluorobenzaldehyde), [N+](=O)([O-])CC (nitro ethane), C(OC)(OC)OC (trimethyl orthoformate), Cl.CN (methylamine HCl), C(C)(=O)[O-].[K+] (potassium acetate). The solvent is CO (methanol). Product: FC1=CC=C(C=C1)\C=C(/C)\[N+](=O)[O-] ((E)-1-Fluoro-4-(2-nitroprop-1-enyl)benzene). The yield is 24.9%. As a reaction SMILES: [F:1][C:2]1[CH:9]=[CH:8][C:5]([CH:6]=O)=[CH:4][CH:3]=1.[N+:10]([CH2:13][CH3:14])([O-:12])=[O:11].C(OC)(OC)OC.Cl.CN.C([O-])(=O)C.[K+]>CO>[F:1][C:2]1[CH:9]=[CH:8][C:5](/[CH:6]=[C:13](/[N+:10]([O-:12])=[O:11])\[CH3:14])=[CH:4][CH:3]=1 |f:3.4,5.6|. Reported procedure: A solution of 4-fluorobenzaldehyde (5.0 g, 40.32 mmol), nitro ethane (3.2 mL, 44.35 mmol), trimethyl orthoformate (9.7 mL, 88.70 mmol), methylamine HCl (2.1 g, 31.44 mmol) and potassium acetate (2.76 g, 28.22 mmol) in methanol (50 mL) was refluxed at 80° C. for 18 h. Methanol was evaporated; the residue diluted with water (100 mL), extracted with EtOAc (3×50 mL). The combined organic layer was washed with water (50 mL), brine (50 mL), dried (Na2SO4) and concentrated. The residue triturated with ... Starting materials: BrC1=C2N=CNC2=NC=N1 (6-bromo-9H-purine), NC(CC)C=1N=C2N(C(C1I)=O)C(=CC=C2)C (2-(1-aminopropyl)-3-iodo-6-methyl-4H-pyrido[1,2-a]pyrimidin-4-one), C(C)(C)N(C(C)C)CC (N,N-diisopropylethylamine). The solvent is C(C)O (ethanol). The product is IC1=C(N=C2N(C1=O)C(=CC=C2)C)C(CC)NC2=C1N=CNC1=NC=N2 (3-iodo-6-methyl-2-[1-(9H-purin-6-ylamino)propyl]-4H-pyrido[1,2-a]pyrimidin-4-one). Isolated yield 82.5%. RXN SMILES: Br[C:2]1[N:10]=[CH:9][N:8]=[C:7]2[C:3]=1[N:4]=[CH:5][NH:6]2.[NH2:11][CH:12]([C:15]1[N:16]=[C:17]2[CH:26]=[CH:25][CH:24]=[C:23]([CH3:27])[N:18]2[C:19](=[O:22])[C:20]=1[I:21])[CH2:13][CH3:14].C(N(CC)C(C)C)(C)C>C(O)C>[I:21][C:20]1[C:19](=[O:22])[N:18]2[C:23]([CH3:27])=[CH:24][CH:25]=[CH:26][C:17]2=[N:16][C:15]=1[CH:12]([NH:11][C:2]1[N:10]=[CH:9][N:8]=[C:7]2[C:3]=1[N:4]=[CH:5][NH:6]2)[CH2:13][CH3:14]. Procedure details: A mixture of 6-bromo-9H-purine (1.65 g, 0.008270 mol), 2-(1-aminopropyl)-3-iodo-6-methyl-4H-pyrido[1,2-a]pyrimidin-4-one (2.58 g, 0.00752 mol), and N,N-diisopropylethylamine (1.571 mL, 0.009022 mol) in ethanol (60 mL) was refluxed under nitrogen overnight. The mixture was concentrated and the resulting residue was purified on silica gel, eluting with 0 to 10% methanol in methylene chloride, to provide the desired product (2.86 g, 82.5%). LCMS calculated for C17H17IN7O (M+H)+: m/z=462.1. Found: 4... The reactants are CC(C)(C(=O)O)c1cccc(B(O)O)c1, O=C([O-])[O-], COCCOC, COc1nc(Cl)cc(NCc2ccsc2)n1, [Cs+], [Cs+], O, c1ccc(P(c2ccccc2)(c2ccccc2)[Pd](P(c2ccccc2)(c2ccccc2)c2ccccc2)(P(c2ccccc2)(c2ccccc2)c2ccccc2)P(c2ccccc2)(c2ccccc2)c2ccccc2)cc1. Product: COc1nc(NCc2ccsc2)cc(-c2cccc(C(C)(C)C(=O)O)c2)n1. RXN SMILES: [C:17](=[O:18])([OH:19])[C:20]([CH3:21])([CH3:22])[c:23]1[cH:24][c:25]([B:29]([OH:30])[OH:31])[cH:26][cH:27][cH:28]1.[C:32](=[O:33])([O-:34])[O-:35].[CH3:38][O:39][CH2:40][CH2:41][O:42][CH3:43].[Cl:1][c:2]1[cH:3][c:4]([NH:10][CH2:11][c:12]2[cH:13][s:14][cH:15][cH:16]2)[n:5][c:6]([O:8][CH3:9])[n:7]1.[Cs+:36].[Cs+:37].[OH2:44].[cH:45]1[cH:46][cH:47][c:48]([P:49]([Pd:50]([P:51]([c:52]2[cH:53][cH:54][cH:55][cH:56][cH:57]2)([c:58]2[cH:59][cH:60][cH:61][cH:62][cH:63]2)[c:64]2[cH:65][cH:66][cH:67][cH:68][cH:69]2)([P:70]([c:71]2[cH:72][cH:73][cH:74][cH:75][cH:76]2)([c:77]2[cH:78][cH:79][cH:80][cH:81][cH:82]2)[c:83]2[cH:84][cH:85][cH:86][cH:87][cH:88]2)[P:89]([c:90]2[cH:91][cH:92][cH:93][cH:94][cH:95]2)([c:96]2[cH:97][cH:98][cH:99][cH:100][cH:101]2)[c:102]2[cH:103][cH:104][cH:105][cH:106][cH:107]2)([c:108]2[cH:109][cH:110][cH:111][cH:112][cH:113]2)[c:114]2[cH:115][cH:116][cH:117][cH:118][cH:119]2)[cH:120][cH:121]1>>[c:2]1(-[c:25]2[cH:24][c:23]([C:20]([C:17](=[O:18])[OH:19])([CH3:21])[CH3:22])[cH:28][cH:27][cH:26]2)[cH:3][c:4]([NH:10][CH2:11][c:12]2[cH:13][s:14][cH:15][cH:16]2)[n:5][c:6]([O:8][CH3:9])[n:7]1. Starting materials: Br, O=C(Cl)c1cc(OCc2ccccc2)ccc1OCC(F)(F)F, CC(C)=O, NCc1cccc(=O)[nH]1, [Na+], [Na+], O=C([O-])[O-]. The product is O=C(NCc1cccc(=O)[nH]1)c1cc(OCc2ccccc2)ccc1OCC(F)(F)F. RXN SMILES: [BrH:1].[CH2:17]([c:18]1[cH:19][cH:20][cH:21][cH:22][cH:23]1)[O:24][c:25]1[cH:26][cH:27][c:28]([O:34][CH2:35][C:36]([F:37])([F:38])[F:39])[c:29]([C:30](=[O:31])[Cl:32])[cH:33]1.[CH3:40][C:41](=[O:42])[CH3:43].[NH2:2][CH2:3][c:4]1[cH:5][cH:6][cH:7][c:8](=[O:10])[nH:9]1.[Na+:11].[Na+:12].[O-:13][C:14](=[O:15])[O-:16]>>[NH:2]([CH2:3][c:4]1[cH:5][cH:6][cH:7][c:8](=[O:10])[nH:9]1)[C:30]([c:29]1[c:28]([O:34][CH2:35][C:36]([F:37])([F:38])[F:39])[cH:27][cH:26][c:25]([O:24][CH2:17][c:18]2[cH:19][cH:20][cH:21][cH:22][cH:23]2)[cH:33]1)=[O:31]. The reactants are NC1=NC=CC=C1OCC1=CC=CC=C1 (2-amino-3-benzyloxypyridine), Cl.C1(=CC=CC=C1)CC(OCC)=N (ethyl phenylacetimidate hydrochloride). The product is C(C1=CC=CC=C1)OC=1C(=NC=CC1)NC(CC1=CC=CC=C1)=N (N-(3-(Benzyloxy)-2-pyridyl)phenylacetamidine). Reported procedure: A mixture of 2-amino-3-benzyloxypyridine (2.5 g, 12.5 mmol) and ethyl phenylacetimidate hydrochloride (2.5 g, 12.5 mmol) in ethanol (100 ml) was heated under reflux for 1 hour. The solvent was evaporated in vacuo, and the residue taken up in chloroform, washed with aqueous sodium bicarbonate, dried and the chloroform evaporated. Treatment with charcoal and recrystallisation from ethyl acetate/petroleum ether gave the product (0.62 g), m.p. 114°-116° C. The yield is 15.6%. The solvent is C(C)O (ethanol). As a reaction SMILES: [NH2:1][C:2]1[C:7]([O:8][CH2:9][C:10]2[CH:15]=[CH:14][CH:13]=[CH:12][CH:11]=2)=[CH:6][CH:5]=[CH:4][N:3]=1.Cl.[C:17]1([CH2:23][C:24](=[NH:28])OCC)[CH:22]=[CH:21][CH:20]=[CH:19][CH:18]=1>C(O)C>[CH2:9]([O:8][C:7]1[C:2]([NH:1][C:24](=[NH:28])[CH2:23][C:17]2[CH:22]=[CH:21][CH:20]=[CH:19][CH:18]=2)=[N:3][CH:4]=[CH:5][CH:6]=1)[C:10]1[CH:11]=[CH:12][CH:13]=[CH:14][CH:15]=1 |f:1.2|. The reactants are C(C1=CC=CC=C1)NC1CCC(CC1)(N(C)C)C1=CC=CC=C1 (N′-benzyl-N,N-dimethyl-1-phenyl-cyclohexane-1,4-diamine), Cl[Si](C)(C)C (chlorotrimethylsilane), Cl (hydrochloride), O (water). Solvent: CC(CC)=O (2-butanone). Conditions: time 8 hour. The product is Cl.C(C1=CC=CC=C1)NC1CCC(CC1)(N(C)C)C1=CC=CC=C1 (N′-Benzyl-N,N-dimethyl-1-phenyl-cyclohexane-1,4-diamine hydrochloride). Reaction SMILES: [CH2:1]([NH:8][CH:9]1[CH2:14][CH2:13][C:12]([C:18]2[CH:23]=[CH:22][CH:21]=[CH:20][CH:19]=2)([N:15]([CH3:17])[CH3:16])[CH2:11][CH2:10]1)[C:2]1[CH:7]=[CH:6][CH:5]=[CH:4][CH:3]=1.Cl.O.[Cl:26][Si](C)(C)C>CC(=O)CC>[ClH:26].[CH2:1]([NH:8][CH:9]1[CH2:14][CH2:13][C:12]([C:18]2[CH:23]=[CH:22][CH:21]=[CH:20][CH:19]=2)([N:15]([CH3:17])[CH3:16])[CH2:11][CH2:10]1)[C:2]1[CH:3]=[CH:4][CH:5]=[CH:6][CH:7]=1 |f:5.6|. Reported procedure: As described for example 1, 1.01 g of the polar diastereomer of N′-benzyl-N,N-dimethyl-1-phenyl-cyclohexane-1,4-diamine were also obtained, and were converted into 781 mg of the corresponding hydrochloride by dissolving in 8.1 ml 2-butanone and addition of 32.5 μl water followed by 457 μl chlorotrimethylsilane and stirring overnight. Starting materials: BrC1=CSC=2N=CN=C(C21)Cl (5-Bromo-4-chlorothieno[2,3-d]pyrimidine), C12CC(CC(CC1)N2)O (8-azabicyclo[3.2.1]octan3-ol), C([O-])([O-])=O.[K+].[K+] (potassium carbonate). The solvent is C(C)#N (acetonitrile), C(C)(=O)OCC (ethyl acetate), ClCCl (dichloromethane). Product: BrC1=CSC=2N=CN=C(C21)N2C1CC(CC2CC1)O (8-(5-bromothieno[2,3-d]pyrimidin-4-yl)-8-azabicyclo[3.2.1]octan-3-ol). Isolated yield 100.0%. RXN SMILES: [Br:1][C:2]1[C:10]2[C:9](Cl)=[N:8][CH:7]=[N:6][C:5]=2[S:4][CH:3]=1.[CH:12]12[NH:19][CH:16]([CH2:17][CH2:18]1)[CH2:15][CH:14]([OH:20])[CH2:13]2.C(=O)([O-])[O-].[K+].[K+]>C(#N)C.C(OCC)(=O)C.ClCCl>[Br:1][C:2]1[C:10]2[C:9]([N:19]3[CH:12]4[CH2:18][CH2:17][CH:16]3[CH2:15][CH:14]([OH:20])[CH2:13]4)=[N:8][CH:7]=[N:6][C:5]=2[S:4][CH:3]=1 |f:2.3.4|. Reported procedure: 5-Bromo-4-chlorothieno[2,3-d]pyrimidine (2.11 g, 8.5 mmol) in dry acetonitrile (100 mL) was treated with 8-azabicyclo[3.2.1]octan3-ol (1.34 g, 10.6 mmol) and potassium carbonate (3.519 g, 25.5 mmol) and stirred and heated at reflux for 4 h. The reaction was diluted with ethyl acetate (200 mL) and dichloromethane (100 mL) and washed with water (100 mL). The organic layer was separated, dried over sodium sulphate and concentrated in vacuum to give 8-(5-bromothieno[2,3-d]pyrimidin-4-yl)-8-azabicycl... Reactants: C(C1=CC=CC=C1)N(CCO)C1=NC=NC2=C1N=C(N=C2N2CCS(CC2)=O)Cl (8-[N-benzyl-N-(2-hydroxyethyl)-amino]-2-chloro-4-(1-oxido-thiomorpholino)-pyrimido-[5,4-d]-pyrimidine), N1CCNCC1 (piperazine). The product is C(C1=CC=CC=C1)N(C1=NC=NC2=C1N=C(N=C2N2CCS(CC2)=O)N2CCNCC2)CCO (8-[N-Benzyl-2-hydroxyethyl-amino]-4-(1-oxido-thiomorpholino)-2-piperazino-pyrimido-[5,4-d]-pyrimidine). RXN SMILES: [CH2:1]([N:8]([C:12]1[C:17]2[N:18]=[C:19](Cl)[N:20]=[C:21]([N:22]3[CH2:27][CH2:26][S:25](=[O:28])[CH2:24][CH2:23]3)[C:16]=2[N:15]=[CH:14][N:13]=1)[CH2:9][CH2:10][OH:11])[C:2]1[CH:7]=[CH:6][CH:5]=[CH:4][CH:3]=1.[NH:30]1[CH2:35][CH2:34][NH:33][CH2:32][CH2:31]1>>[CH2:1]([N:8]([CH2:9][CH2:10][OH:11])[C:12]1[C:17]2[N:18]=[C:19]([N:30]3[CH2:35][CH2:34][NH:33][CH2:32][CH2:31]3)[N:20]=[C:21]([N:22]3[CH2:27][CH2:26][S:25](=[O:28])[CH2:24][CH2:23]3)[C:16]=2[N:15]=[CH:14][N:13]=1)[C:2]1[CH:7]=[CH:6][CH:5]=[CH:4][CH:3]=1. Procedure details: This compound was prepared analogous to Example 118 from 8-[N-benzyl-N-(2-hydroxyethyl)-amino]-2-chloro-4-(1-oxido-thiomorpholino)-pyrimido-[5,4-d]-pyrimidine (m.p.: 153°-155° C.) and piperazine.